The task is: describe an organic reaction: reactants, conditions, products, and yield. This data is from the Open Reaction Database (ORD), a public repository of structured organic reaction records. Reactants: Cl.C1(=CC=CC=C1)N(C(=O)C=1C=CC2=C(N=C(S2)CNC2=CC=C(C=C2)C(N)=N)C1)CC(=O)OCC (2-[N-(4-amidinophenyl)aminomethyl]benzothiazol-5-yl-carboxylic acid-N-phenyl-N-(ethoxycarbonylmethyl)amide hydrochloride), [OH-].[Na+] (sodium hydroxide), C24H21N5O3S. Reagents/catalysts: C(C)(=O)O (acetic acid). The solvent is C(Cl)Cl.C(C)O (methylene chloride ethanol). Product: Cl.C1(=CC=CC=C1)N(C(=O)C=1C=CC2=C(N=C(S2)CNC2=CC=C(C=C2)C(N)=N)C1)CC(=O)O (2-[N-(4-amidinophenyl)aminomethyl]benzothiazol-5-yl-carboxylic acid-N-phenyl-N-(hydroxycarbonylmethyl)amide hydrochloride). Isolated yield 75.0%. Reaction SMILES: [ClH:1].[C:2]1([N:8]([CH2:31][C:32]([O:34]CC)=[O:33])[C:9]([C:11]2[CH:12]=[CH:13][C:14]3[S:18][C:17]([CH2:19][NH:20][C:21]4[CH:26]=[CH:25][C:24]([C:27](=[NH:29])[NH2:28])=[CH:23][CH:22]=4)=[N:16][C:15]=3[CH:30]=2)=[O:10])[CH:7]=[CH:6][CH:5]=[CH:4][CH:3]=1.[OH-].[Na+]>C(O)(=O)C.C(Cl)Cl.C(O)C>[ClH:1].[C:2]1([N:8]([CH2:31][C:32]([OH:34])=[O:33])[C:9]([C:11]2[CH:12]=[CH:13][C:14]3[S:18][C:17]([CH2:19][NH:20][C:21]4[CH:26]=[CH:25][C:24]([C:27](=[NH:28])[NH2:29])=[CH:23][CH:22]=4)=[N:16][C:15]=3[CH:30]=2)=[O:10])[CH:7]=[CH:6][CH:5]=[CH:4][CH:3]=1 |f:0.1,2.3,5.6,7.8|. Procedure details: Prepared analogously to Example 10 from 2-[N-(4-amidinophenyl)aminomethyl]benzothiazol-5-yl-carboxylic acid-N-phenyl-N-(ethoxycarbonylmethyl)amide hydrochloride and sodium hydroxide solution. Yield: 75% of theory, C24H21N5O3S (459.53); Rf value: 0.14 (silica gel; methylene chloride/ethanol=4:1+a few drops of acetic acid); EKA mass spectrum: (M+H)+=460; (M+Na)+=482. Starting materials: CC#N, [Cl-], Cl[Cu], CC(C)(C)ON=O, COC(=O)c1nc(N)sc1I, [NH4+]. Product: COC(=O)c1nc(Cl)sc1I. RXN SMILES: [CH3:21][C:22]#[N:23].[Cl-:19].[Cu:24][Cl:25].[N:12]([O:13][C:14]([CH3:15])([CH3:16])[CH3:17])=[O:18].[NH2:1][c:2]1[s:3][c:4]([I:11])[c:5]([C:7](=[O:8])[O:9][CH3:10])[n:6]1.[NH4+:20]>>[c:2]1([Cl:19])[s:3][c:4]([I:11])[c:5]([C:7](=[O:8])[O:9][CH3:10])[n:6]1. Reactants: N1CCC(CC1)O (piperidin-4-ol), ClC1=NC=C(C=N1)CCC (2-chloro-5-propylpyrimidine), C([O-])([O-])=O.[K+].[K+] (potassium carbonate), CO.C(Cl)Cl (MeOH CH2Cl2). Run in CN(C)C=O (DMF), CCOC(=O)C (EtOAc). Conditions: temperature 110 celsius. Yields the product C(CC)C=1C=NC(=NC1)N1CCC(CC1)O (1-(5-propylpyrimidin-2-yl)piperidin-4-ol). The yield is 72.3%. As a reaction SMILES: [NH:1]1[CH2:6][CH2:5][CH:4]([OH:7])[CH2:3][CH2:2]1.Cl[C:9]1[N:14]=[CH:13][C:12]([CH2:15][CH2:16][CH3:17])=[CH:11][N:10]=1.C(=O)([O-])[O-].[K+].[K+].CO.C(Cl)Cl>CN(C=O)C.CCOC(C)=O>[CH2:15]([C:12]1[CH:11]=[N:10][C:9]([N:1]2[CH2:6][CH2:5][CH:4]([OH:7])[CH2:3][CH2:2]2)=[N:14][CH:13]=1)[CH2:16][CH3:17] |f:2.3.4,5.6|. Procedure: A suspension of piperidin-4-ol (12 g, 119 mmol), 2-chloro-5-propylpyrimidine (20.44 g, 131 mmol) and potassium carbonate (49.2 g, 356 mmol) in DMF (100 mL) was heated at 110° C. for 12 h. The mixture was diluted with EtOAc (250 ml) and washed three times with water, dried over Na2SO4, and concentrated to give a yellow oil. The oil was purified by flash chromatography (SiO2, O-10% MeOH/CH2Cl2) to yield product (19 g, 86 mmol, 72.4% yield) as yellow solid. MS (ESI) 222.2 (M+1). Starting materials: CC(=O)OC(C)(C)C(=O)Nc1ccc(NC(=O)c2cc(OCc3ccccc3)cc(OCc3ccccc3)c2)nc1, C1CCOC1, CO, [Li+], [OH-], O, O. Product: CC(C)(O)C(=O)Nc1ccc(NC(=O)c2cc(OCc3ccccc3)cc(OCc3ccccc3)c2)nc1. RXN SMILES: [CH2:1]([c:2]1[cH:3][cH:4][cH:5][cH:6][cH:7]1)[O:8][c:9]1[cH:10][c:11]([C:12](=[O:13])[NH:14][c:15]2[cH:16][cH:17][c:18]([NH:21][C:22]([C:23]([CH3:24])([CH3:25])[O:26][C:27](=[O:28])[CH3:29])=[O:30])[cH:19][n:20]2)[cH:31][c:32]([O:34][CH2:35][c:36]2[cH:37][cH:38][cH:39][cH:40][cH:41]2)[cH:33]1.[CH2:48]1[O:49][CH2:50][CH2:51][CH2:52]1.[CH3:45][OH:46].[Li+:43].[OH-:42].[OH2:44].[OH2:47]>>[CH2:1]([c:2]1[cH:3][cH:4][cH:5][cH:6][cH:7]1)[O:8][c:9]1[cH:10][c:11]([C:12](=[O:13])[NH:14][c:15]2[cH:16][cH:17][c:18]([NH:21][C:22]([C:23]([CH3:24])([CH3:25])[OH:26])=[O:30])[cH:19][n:20]2)[cH:31][c:32]([O:34][CH2:35][c:36]2[cH:37][cH:38][cH:39][cH:40][cH:41]2)[cH:33]1.